From a dataset of the Open Reaction Database (ORD), a public repository of structured organic reaction records. describe an organic reaction: reactants, conditions, products, and yield The reactants are NC=1C(=NC=CN1)C#N (3-amino-2-pyrazinecarbonitrile), CN(C=O)C (N,N-dimethylformamide), ClC1=CC=C(OCC(=N)N)C=C1 (2-(4-chlorophenoxy)acetamidine), 661f. The solvent is C(C)O (ethanol). Product: NC1=NC(=NC2=NC=CN=C12)COC1=CC=C(C=C1)Cl (4-Amino-2-[(4-chlorophenoxy)methyl]pteridine). As a reaction SMILES: [NH2:1][C:2]1[C:3]([C:8]#[N:9])=[N:4][CH:5]=[CH:6][N:7]=1.[Cl:10][C:11]1[CH:21]=[CH:20][C:14]([O:15][CH2:16][C:17](N)=[NH:18])=[CH:13][CH:12]=1.CN(C)C=O>C(O)C>[NH2:9][C:8]1[C:3]2[C:2](=[N:7][CH:6]=[CH:5][N:4]=2)[N:1]=[C:17]([CH2:16][O:15][C:14]2[CH:20]=[CH:21][C:11]([Cl:10])=[CH:12][CH:13]=2)[N:18]=1. Reported procedure: Obtained using the procedure described in section c of Example 2, starting with 10.7 g (0.089 mole) of 3-amino-2-pyrazinecarbonitrile and 24.5 g (0.133 mole) of 2-(4-chlorophenoxy)acetamidine [prepared according to C. Djerassi and C. R. Scholz, U.S. Pat. No. 2,517,468; C.A. 1951, 45, 661f] in 320 ml of absolute ethanol. Refluxing time: 7 hours. Yld: 21.5 g (84%), m.p. 246°-248° C. (N,N-dimethylformamide). The reactants are CCOC(=O)C1CCS(=O)(=O)N1Cc1cccc(CNC(Cc2ccccc2)CN(C)C)c1, Cl, [Li+], C1CCOC1, [OH-], O, O. The product is CN(C)CC(Cc1ccccc1)NCc1cccc(CN2C(C(=O)O)CCS2(=O)=O)c1. Reaction SMILES: [CH2:1]([CH3:2])[O:3][C:4](=[O:5])[CH:6]1[N:7]([CH2:13][c:14]2[cH:15][c:16]([CH2:20][NH:21][CH:22]([CH2:23][c:24]3[cH:25][cH:26][cH:27][cH:28][cH:29]3)[CH2:30][N:31]([CH3:32])[CH3:33])[cH:17][cH:18][cH:19]2)[S:8](=[O:11])(=[O:12])[CH2:9][CH2:10]1.[ClH:38].[Li+:36].[O:39]1[CH2:40][CH2:41][CH2:42][CH2:43]1.[OH-:35].[OH2:34].[OH2:37]>>[O:3]=[C:4]([OH:5])[CH:6]1[N:7]([CH2:13][c:14]2[cH:15][c:16]([CH2:20][NH:21][CH:22]([CH2:23][c:24]3[cH:25][cH:26][cH:27][cH:28][cH:29]3)[CH2:30][N:31]([CH3:32])[CH3:33])[cH:17][cH:18][cH:19]2)[S:8](=[O:11])(=[O:12])[CH2:9][CH2:10]1. RXN SMILES: [CH2:21]1[O:22][CH2:23][CH2:24][CH2:25]1.[Cl:26][C:27]([C:28]([Cl:29])=[O:30])=[O:31].[F:1][C:2]([c:3]1[cH:4][cH:5][c:6]([CH:7]=[CH:8][C:9](=[O:10])[OH:11])[cH:12][cH:13]1)([F:14])[F:15].[O:16]=[CH:17][N:18]([CH3:19])[CH3:20]>>[F:1][C:2]([c:3]1[cH:4][cH:5][c:6]([CH:7]=[CH:8][C:9](=[O:10])[NH2:18])[cH:12][cH:13]1)([F:14])[F:15]. Product: NC(=O)C=Cc1ccc(C(F)(F)F)cc1. Starting materials: C1CCOC1, O=C(Cl)C(=O)Cl, O=C(O)C=Cc1ccc(C(F)(F)F)cc1, CN(C)C=O. The reactants are CC(=O)OC(C)=O, CO, Cc1ccc2c(-c3cccc(O)c3)nc(=O)n(C(C)C)c2c1, O=S(=O)(O)O. Product: CC(=O)Oc1cccc(-c2nc(=O)n(C(C)C)c3cc(C)ccc23)c1. Reaction SMILES: [CH3:23][C:24](=[O:25])[O:26][C:27](=[O:28])[CH3:29].[CH3:35][OH:36].[CH:1]([CH3:2])([CH3:3])[n:4]1[c:5](=[O:22])[n:6][c:7](-[c:15]2[cH:16][c:17]([OH:21])[cH:18][cH:19][cH:20]2)[c:8]2[cH:9][cH:10][c:11]([CH3:14])[cH:12][c:13]12.[S:30](=[O:31])(=[O:32])([OH:33])[OH:34]>>[CH:1]([CH3:2])([CH3:3])[n:4]1[c:5](=[O:22])[n:6][c:7](-[c:15]2[cH:16][c:17]([O:21][C:24]([CH3:23])=[O:25])[cH:18][cH:19][cH:20]2)[c:8]2[cH:9][cH:10][c:11]([CH3:14])[cH:12][c:13]12. Starting materials: NCC1CN(CC1)CC1=CC(=C(C=C1)Cl)Cl (3-aminomethyl-1-(3,4-dichlorobenzyl)-pyrrolidine), CC=1C=C(C=CC1)N=C=O (3-methylphenylisocyanate), C1(=CC=CC2=CC=CC=C12)C(C)N=C=O (1-(naphth-1-yl)ethylisocyanate). Product: ClC=1C=C(CN2CC(CC2)CNC(=O)NC(C)C2=CC=CC3=CC=CC=C23)C=CC1Cl (1-[1-(3,4-dichlorobenzyl)pyrrolidin-3-(RS)-ylmethyl]-3-[1-(naphth-1-yl)ethyl]urea). RXN SMILES: [NH2:1][CH2:2][CH:3]1[CH2:7][CH2:6][N:5]([CH2:8][C:9]2[CH:14]=[CH:13][C:12]([Cl:15])=[C:11]([Cl:16])[CH:10]=2)[CH2:4]1.CC1C=C(N=C=O)C=CC=1.[C:27]1([CH:37]([N:39]=[C:40]=[O:41])[CH3:38])[C:36]2[C:31](=[CH:32][CH:33]=[CH:34][CH:35]=2)[CH:30]=[CH:29][CH:28]=1>>[Cl:16][C:11]1[CH:10]=[C:9]([CH:14]=[CH:13][C:12]=1[Cl:15])[CH2:8][N:5]1[CH2:6][CH2:7][CH:3]([CH2:2][NH:1][C:40]([NH:39][CH:37]([C:27]2[C:36]3[C:31](=[CH:32][CH:33]=[CH:34][CH:35]=3)[CH:30]=[CH:29][CH:28]=2)[CH3:38])=[O:41])[CH2:4]1. Reported procedure: Proceeding as described above but substituting 3-(RS)-aminomethyl-1-(3,4-methylenedioxybenzyl)pyrrolidine with 3-aminomethyl-1-(3,4-dichlorobenzyl)-pyrrolidine and 3-methylphenylisocyanate with 1-(naphth-1-yl)ethylisocyanate gave 1-[1-(3,4-dichlorobenzyl)pyrrolidin-3-(RS)-ylmethyl]-3-[1-(naphth-1-yl)ethyl]urea. Reactants: Cl.C(C)ON (Ethoxyaminehydrochloride), [OH-].[Na+] (sodium hydroxide), OC1=C(C(CC(C1)C1=C(C(=C(C(=C1C)[N+](=O)[O-])C)[N+](=O)[O-])C)=O)C(CC)=O (3-hydroxy-5-(2,4,6-trimethyl-3,5-dinitrophenyl)-2-propionylcyclohex-2-en-1-one). Run in C(C)O (ethanol). Reaction conditions: time 24 hour. The product is C(C)ON=C(CC)C=1C(CC(CC1O)C1=C(C(=C(C(=C1C)[N+](=O)[O-])C)[N+](=O)[O-])C)=O (2-[1-(ethoxyimino)propyl]-3-hydroxy-5-(2,4,6-trimethyl-3,5-dinitrophenyl)cyclohex-2-en-1-one). Isolated yield 39.7%. RXN SMILES: Cl.[CH2:2]([O:4][NH2:5])[CH3:3].[OH-].[Na+].[OH:8][C:9]1[CH2:14][CH:13]([C:15]2[C:20]([CH3:21])=[C:19]([N+:22]([O-:24])=[O:23])[C:18]([CH3:25])=[C:17]([N+:26]([O-:28])=[O:27])[C:16]=2[CH3:29])[CH2:12][C:11](=[O:30])[C:10]=1[C:31](=O)[CH2:32][CH3:33]>C(O)C>[CH2:2]([O:4][N:5]=[C:31]([C:10]1[C:9](=[O:8])[CH2:14][CH:13]([C:15]2[C:16]([CH3:29])=[C:17]([N+:26]([O-:28])=[O:27])[C:18]([CH3:25])=[C:19]([N+:22]([O-:24])=[O:23])[C:20]=2[CH3:21])[CH2:12][C:11]=1[OH:30])[CH2:32][CH3:33])[CH3:3] |f:0.1,2.3|. Procedure: Ethoxyaminehydrochloride (0.36 g, 3.7 mmole) and then sodium hydroxide (0.15 g, 3.7 mmole) were added to a solution of 3-hydroxy-5-(2,4,6-trimethyl-3,5-dinitrophenyl)-2-propionylcyclohex-2-en-1-one (1.0 g; 2.7 mmole) in absolute ethanol (80 ml). The mixture was stirred at room temperature for a period of 24 hours and then the ethanol was removed by evaporation under reduced pressure. The residue was treated with dichloromethane and the organic phase was washed twice with water and then dried ove...